Dataset: the Open Reaction Database (ORD), a public repository of structured organic reaction records. Task: describe an organic reaction: reactants, conditions, products, and yield Starting materials: OC1=NC=CC=C1 (2-hydroxypyridine), BrCC(=O)OC (methyl bromoacetate). The reagents and catalysts are [Ag]=O (silver oxide). Run in CN(C)C=O (DMF). Conditions: time 2 hour. Product: N1=C(C=CC=C1)OCC(=O)OC (methyl 2-(2-pyridyloxy)acetate). Yield: 11.4%. As a reaction SMILES: [OH:1][C:2]1[CH:7]=[CH:6][CH:5]=[CH:4][N:3]=1.Br[CH2:9][C:10]([O:12][CH3:13])=[O:11]>CN(C=O)C.[Ag]=O>[N:3]1[CH:4]=[CH:5][CH:6]=[CH:7][C:2]=1[O:1][CH2:9][C:10]([O:12][CH3:13])=[O:11]. Procedure details: To a solution of 2-hydroxypyridine(5 g) in DMF(150 ml) was added silver oxide (I) (24 g) and methyl bromoacetate(20 g) and stirred at room temperature for 2 hours. After the catalyst was filtered off through celite, the filtrate was evaporated. The residue was dissolved in ethyl acetate and the solution was washed with brine, dried(MgSO4) and evaporated to dryness. The residue was purified by column chromatography on silica gel (chloroform: methanol=100:1) to obtain methyl 2-(2-pyridyloxy)acetat... Starting materials: Brc1cccc(I)c1, O=C([O-])[O-], CS(C)=O, [Cs+], [Cs+], [Cu]Br, O=C1CCCN1. Product: O=C1CCCN1c1cccc(Br)c1. Reaction SMILES: [Br:7][c:8]1[cH:9][c:10]([I:14])[cH:11][cH:12][cH:13]1.[C:1](=[O:2])([O-:3])[O-:4].[CH3:21][S:22]([CH3:23])=[O:24].[Cs+:5].[Cs+:6].[Cu:25][Br:26].[NH:15]1[C:16](=[O:20])[CH2:17][CH2:18][CH2:19]1>>[Br:7][c:8]1[cH:9][c:10]([N:15]2[C:16](=[O:20])[CH2:17][CH2:18][CH2:19]2)[cH:11][cH:12][cH:13]1. Reactants: Cl (HCl), COC(C1=CC=C(C=C1)C1=CC2=C(N=CN=C2)N1)=O (4-(7H-pyrrolo[2,3-d]pyrimidin-6-yl)-benzoic acid methyl ester), C1CCOC1.CO (THF methanol), [OH-].[Na+] (NaOH). The solvent is O (H2O). Reaction conditions: time 1 hour. The product is N1=CN=CC2=C1NC(=C2)C2=CC=C(C(=O)O)C=C2 (4-(7H-pyrrolo[2,3-d]pyrimidin-6-yl)-benzoic acid). Yield: 61.8%. Reaction SMILES: C[O:2][C:3](=[O:19])[C:4]1[CH:9]=[CH:8][C:7]([C:10]2[NH:18][C:13]3[N:14]=[CH:15][N:16]=[CH:17][C:12]=3[CH:11]=2)=[CH:6][CH:5]=1.C1COCC1.CO.[OH-].[Na+].Cl>O>[N:14]1[C:13]2[NH:18][C:10]([C:7]3[CH:6]=[CH:5][C:4]([C:3]([OH:19])=[O:2])=[CH:9][CH:8]=3)=[CH:11][C:12]=2[CH:17]=[N:16][CH:15]=1 |f:1.2,3.4|. Procedure: To a solution of 4-(7H-pyrrolo[2,3-d]pyrimidin-6-yl)-benzoic acid methyl ester (0.601 g, 2.4 mmol) (reference example 43a) in 1:1 THF-methanol (10 mL) is added NaOH (10N) (2.4 mL, 24 mmol) and 0.5 ml H2O. The resulting solution is stirred for 1 hour then cooled to 0°-5° C. and adjusted to pH 3 with 2N HCl. The precipitated solid is filtered off, washed with a small volume of water and dried under high vacuum to give 0.355 g of title compound as a yellow solid. 1H NMR (DMSO) δ 7.59 (s, 1H), 8.10 ... Starting materials: CC1([C@@H]([C@@H]1\C=C/C(=O)OC)C(=O)O)C ((1R,cis) 2,2-dimethyl-3-[(Z)-2-(methoxy carbonyl)-ethenyl]-cyclopropane-carboxylic acid), N1=CC=CC=C1 (pyridine), C(#N)[C@H](C1=CC(=CC=C1)OC1=CC=CC=C1)O ((S)α-cyano-3-phenoxy-benzyl alcohol). Solvent: C(Cl)Cl (methylene chloride). Reaction conditions: time 16 hour. Product: CC1([C@@H]([C@@H]1\C=C/C(=O)OC)C(=O)O[C@@H](C1=CC(=CC=C1)OC1=CC=CC=C1)C#N)C ((S)-α-cyano-3-phenoxy-benzyl (1R,cis) 2,2-dimethyl-3-[Z-2-(methoxycarbonyl)-ethenyl]-cyclopropane-carboxylate). Isolated yield 73.3%. As a reaction SMILES: [CH3:1][C:2]1([CH3:14])[C@@H:4](/[CH:5]=[CH:6]\[C:7]([O:9][CH3:10])=[O:8])[C@H:3]1[C:11]([OH:13])=[O:12].N1C=CC=CC=1.[C:21]([C@@H:23](O)[C:24]1[CH:29]=[CH:28][CH:27]=[C:26]([O:30][C:31]2[CH:36]=[CH:35][CH:34]=[CH:33][CH:32]=2)[CH:25]=1)#[N:22]>C(Cl)Cl>[CH3:1][C:2]1([CH3:14])[C@@H:4](/[CH:5]=[CH:6]\[C:7]([O:9][CH3:10])=[O:8])[C@H:3]1[C:11]([O:13][C@H:23]([C:21]#[N:22])[C:24]1[CH:29]=[CH:28][CH:27]=[C:26]([O:30][C:31]2[CH:32]=[CH:33][CH:34]=[CH:35][CH:36]=2)[CH:25]=1)=[O:12]. Procedure: 7 g of the product of Step C, 7.3 g of dicyclohexylcarbodiiumide and 3 ml of pyridine were added to 50 ml of methylene chloride and after the addition of 8 g of (S)α-cyano-3-phenoxy-benzyl alcohol, the mixture was stirred at room temperature for 16 hours. The mixture was filtered and the filtrate was evaporated to dryness under reduced pressure. The 20 g of residue were crystallized from isopropyl ether to obtain 10.5 g of (S)-α-cyano-3-phenoxy-benzyl (1R,cis) 2,2-dimethyl-3-[Z-2-(methoxycarbony... Reactants: Br, O=C([O-])[O-], CNC(=O)c1cccc2cc(Oc3ccnc4cc(OCC5(NC(=O)OCc6ccccc6)CC5)c(OC)cc34)ccc12, CC(=O)O, CC(=O)O, CCOC(C)=O, [Na+], [Na+], O. Product: CNC(=O)c1cccc2cc(Oc3ccnc4cc(OCC5(N)CC5)c(OC)cc34)ccc12. Reaction SMILES: [BrH:48].[C:53](=[O:54])([O-:55])[O-:56].[CH3:1][O:2][c:3]1[cH:4][c:5]2[c:6]([O:29][c:30]3[cH:31][c:32]4[cH:33][cH:34][cH:35][c:36]([C:40]([NH:41][CH3:42])=[O:43])[c:37]4[cH:38][cH:39]3)[cH:7][cH:8][n:9][c:10]2[cH:11][c:12]1[O:13][CH2:14][C:15]1([NH:18][C:19](=[O:20])[O:21][CH2:22][c:23]2[cH:24][cH:25][cH:26][cH:27][cH:28]2)[CH2:16][CH2:17]1.[CH3:44][C:45](=[O:46])[OH:47].[CH3:49][C:50](=[O:51])[OH:52].[CH3:59][CH2:60][O:61][C:62]([CH3:63])=[O:64].[Na+:57].[Na+:58].[OH2:65]>>[CH3:1][O:2][c:3]1[cH:4][c:5]2[c:6]([O:29][c:30]3[cH:31][c:32]4[cH:33][cH:34][cH:35][c:36]([C:40]([NH:41][CH3:42])=[O:43])[c:37]4[cH:38][cH:39]3)[cH:7][cH:8][n:9][c:10]2[cH:11][c:12]1[O:13][CH2:14][C:15]1([NH2:18])[CH2:16][CH2:17]1.